Dataset: the Open Reaction Database (ORD), a public repository of structured organic reaction records. Task: describe an organic reaction: reactants, conditions, products, and yield The reactants are C(C)OP(O)C(C(C)C)NC(=O)OCC1=CC=CC=C1 (1-(benzyloxycarbonylamino)-2-methylpropyl-phosphonous acid ethyl ester), CCN(C(C)C)C(C)C (DIEA), COC(C(=C)C1=CC(=CC=C1)CNC(=O)OC(C)(C)C)=O (2-(3-(t-butoxycarbonylamino)methylphenyl)-propenoic acid methyl ester). Solvent: C(Cl)Cl (CH2Cl2), C(Cl)Cl (CH2Cl2). Run at temperature 0 celsius, time 2 hour. Yields the product COC(C(CP(=O)(OCC)C(C(C)C)NC(=O)OCC1=CC=CC=C1)C1=CC(=CC=C1)CNC(=O)OC(C)(C)C)=O (2-(3-(t-butoxycarbonylamino)methylphenyl)-3-((1-(benzyloxycarbonyl)amino-2-methylpropyl)(ethoxy)phosphinoyl)propanoic acid methyl ester). The yield is 87.4%. As a reaction SMILES: [CH2:1]([O:3][P:4]([CH:6]([NH:10][C:11]([O:13][CH2:14][C:15]1[CH:20]=[CH:19][CH:18]=[CH:17][CH:16]=1)=[O:12])[CH:7]([CH3:9])[CH3:8])[OH:5])[CH3:2].CCN(C(C)C)C(C)C.[CH3:30][O:31][C:32](=[O:50])[C:33]([C:35]1[CH:40]=[CH:39][CH:38]=[C:37]([CH2:41][NH:42][C:43]([O:45][C:46]([CH3:49])([CH3:48])[CH3:47])=[O:44])[CH:36]=1)=[CH2:34]>C(Cl)Cl>[CH3:30][O:31][C:32](=[O:50])[CH:33]([C:35]1[CH:40]=[CH:39][CH:38]=[C:37]([CH2:41][NH:42][C:43]([O:45][C:46]([CH3:49])([CH3:48])[CH3:47])=[O:44])[CH:36]=1)[CH2:34][P:4]([CH:6]([NH:10][C:11]([O:13][CH2:14][C:15]1[CH:16]=[CH:17][CH:18]=[CH:19][CH:20]=1)=[O:12])[CH:7]([CH3:9])[CH3:8])([O:3][CH2:1][CH3:2])=[O:5]. Procedure: To a solution of 1-(benzyloxycarbonylamino)-2-methylpropyl-phosphonous acid ethyl ester (6.2 g, 20.7 mmol) in 150 ml CH2Cl2 was added DIEA (6.5 mL, 47.5 mmol). The mixture solution was cooled down to 0° C. over an ice-water bath. TMSCI (5.5 mL, 42.0 mmol) was added dropwise under N2. The reaction mixture was stirred at ambient temperature for 2 hours, then cooled to 0° C. again. A solution of 2-(3-(t-butoxycarbonylamino)methylphenyl)-propenoic acid methyl ester (6.7 g, 23.0 mmol) in 15 mL CH2Cl2... Starting materials: F[B-](F)(F)F, COC(=O)c1ccccc1CSc1ccc(CCC(=O)O)cc1, CCOC(C)=O, CCN(C(C)C)C(C)C, CCCCCCCNCc1ccc(F)cc1F, CN(C)C=O, CN(C)C(On1nnc2ccccc21)=[N+](C)C. Yields the product CCCCCCCN(Cc1ccc(F)cc1F)C(=O)CCc1ccc(SCc2ccccc2C(=O)OC)cc1. Reaction SMILES: [B-:41]([F:42])([F:43])([F:44])[F:45].[CH3:18][O:19][C:20](=[O:21])[c:22]1[c:23]([CH2:24][S:25][c:26]2[cH:27][cH:28][c:29]([CH2:32][CH2:33][C:34](=[O:35])[OH:36])[cH:30][cH:31]2)[cH:37][cH:38][cH:39][cH:40]1.[CH3:77][CH2:78][O:79][C:80]([CH3:81])=[O:82].[CH:63]([N:64]([CH:65]([CH3:66])[CH3:67])[CH2:68][CH3:69])([CH3:70])[CH3:71].[F:1][c:2]1[c:3]([CH2:4][NH:5][CH2:6][CH2:7][CH2:8][CH2:9][CH2:10][CH2:11][CH3:12])[cH:13][cH:14][c:15]([F:17])[cH:16]1.[O:72]=[CH:73][N:74]([CH3:75])[CH3:76].[n:46]1([O:47][C:48]([N:49]([CH3:50])[CH3:51])=[N+:52]([CH3:53])[CH3:54])[c:55]2[cH:56][cH:57][cH:58][cH:59][c:60]2[n:61][n:62]1>>[F:1][c:2]1[c:3]([CH2:4][N:5]([CH2:6][CH2:7][CH2:8][CH2:9][CH2:10][CH2:11][CH3:12])[C:34]([CH2:33][CH2:32][c:29]2[cH:28][cH:27][c:26]([S:25][CH2:24][c:23]3[c:22]([C:20]([O:19][CH3:18])=[O:21])[cH:40][cH:39][cH:38][cH:37]3)[cH:31][cH:30]2)=[O:36])[cH:13][cH:14][c:15]([F:17])[cH:16]1. Starting materials: COC1=CC(OC)=CC(=C1)C(C(=CCCCC)C)(C)C (5-(1,1,2-trimethylhept-2-enyl)resorcinol dimethyl ether), 5-(1,1-dimethyl-2-methylenylheptyl)resorcinol dimethyl ether, COC1=CC(OC)=CC(=C1)C(C(CCCCC)(C)O)(C)C (5-(2-hydroxy-1,1,2-trimethylheptyl)resorcinol dimethyl ether), [K] (potassium), CI (methyl iodide). Run in C(=S)=S (Carbon disulfide), CCOCC (ether), CCOCC (ether). Conditions: time 30 minute. The product is CC(C(CCCCC)C)(C)C=1C=C(C=C(O)C1)O (5-(1,1,2-trimethylheptyl)resorcinol). RXN SMILES: C[O:2][C:3]1[CH:10]=[C:9]([C:11]([CH3:21])([CH3:20])[C:12](O)([CH3:18])[CH2:13][CH2:14][CH2:15][CH2:16][CH3:17])[CH:8]=[C:5]([O:6]C)[CH:4]=1.[K].CI.COC1C=C(C(C)(C)C(C)=CCCCC)C=C(OC)C=1>CCOCC.C(=S)=S>[CH3:21][C:11]([C:9]1[CH:10]=[C:3]([OH:2])[CH:4]=[C:5]([CH:8]=1)[OH:6])([CH3:20])[CH:12]([CH3:18])[CH2:13][CH2:14][CH2:15][CH2:16][CH3:17] |^1:21|. Reported procedure: To 0.2 mol. of methyl magnesium bromide (2N in tetrahydrofuran-benzene), under nitrogen, is added 55.6 g. of 2-(3,5-dimethoxyphenyl)-2-methyloct-3-one [J. Amer. Chem. Soc. 70:664 (1948); Helv. Chim. Acta 52:116 (1969)] in tetrahydrofuran. After refluxing for 12 hours the mixture is quenched with saturated aqueous ammonium chloride and extracted with ether. The extracts are washed with water, dried (MgSO4) and the solvent is removed to give 5-(2-hydroxy-1,1,2-trimethylheptyl)resorcinol dimethyl e... The reactants are CCOC(=O)CCCn1c(=O)n(CCN2CCN(c3ccccc3OC)CC2)c(=O)c2ccccc21, CCO, [Na+], [OH-]. Yields the product COc1ccccc1N1CCN(CCn2c(=O)c3ccccc3n(CCCC(=O)O)c2=O)CC1. As a reaction SMILES: [CH2:1]([CH3:2])[O:3][C:4](=[O:5])[CH2:6][CH2:7][CH2:8][n:9]1[c:10](=[O:36])[n:11]([CH2:20][CH2:21][N:22]2[CH2:23][CH2:24][N:25]([c:28]3[c:29]([O:34][CH3:35])[cH:30][cH:31][cH:32][cH:33]3)[CH2:26][CH2:27]2)[c:12](=[O:19])[c:13]2[cH:14][cH:15][cH:16][cH:17][c:18]12.[CH3:39][CH2:40][OH:41].[Na+:38].[OH-:37]>>[O:3]=[C:4]([OH:5])[CH2:6][CH2:7][CH2:8][n:9]1[c:10](=[O:36])[n:11]([CH2:20][CH2:21][N:22]2[CH2:23][CH2:24][N:25]([c:28]3[c:29]([O:34][CH3:35])[cH:30][cH:31][cH:32][cH:33]3)[CH2:26][CH2:27]2)[c:12](=[O:19])[c:13]2[cH:14][cH:15][cH:16][cH:17][c:18]12. Run in O (water), C(Cl)Cl (DCM). Reported procedure: To a solution of the product of Step C (1.2 g, 2.4 mmol) in DCM (10 mL) was added Dess-Martin periodinane (2.03 g, 4.8 mmol) in portion at room temperature. After stirring for 0.5 h, the mixture was diluted with water (15 mL), extracted with ethyl acetate. The organic layers were washed with brine (10 mL), dried over sodium sulfate, filtered and evaporated. The residue was purified by silica gel chromatography (EA/PE=1:8) to afford the title compound. LC/MS m/z=499.2[M+H]+. Run at time 0.5 hour. The reactants are C(C)(C)(C)OC(=O)NC1=C2C=CN(C2=CC=C1)C(CC(=O)OC(C)(C)C)(CO)C1=CC=C(C=C1)Cl (tert-Butyl 3-(4-(tert-butoxycarbonylamino)-1H-indol-1-yl)-3-(4-chlorophenyl)-4-hydroxybutanoate), CC(=O)OI1(C=2C=CC=CC2C(=O)O1)(OC(=O)C)OC(=O)C (Dess-Martin periodinane). Product: C(C)(C)(C)OC(=O)NC1=C2C=CN(C2=CC=C1)C(CC(=O)OC(C)(C)C)(C=O)C1=CC=C(C=C1)Cl (tert-butyl 3-(4-(tert-butoxycarbonylamino)-1H-indol-1-yl)-3-(4-chlorophenyl)-4-oxobutanoate). RXN SMILES: [C:1]([O:5][C:6]([NH:8][C:9]1[CH:17]=[CH:16][CH:15]=[C:14]2[C:10]=1[CH:11]=[CH:12][N:13]2[C:18]([C:29]1[CH:34]=[CH:33][C:32]([Cl:35])=[CH:31][CH:30]=1)([CH2:27][OH:28])[CH2:19][C:20]([O:22][C:23]([CH3:26])([CH3:25])[CH3:24])=[O:21])=[O:7])([CH3:4])([CH3:3])[CH3:2].CC(OI1(OC(C)=O)(OC(C)=O)OC(=O)C2C=CC=CC1=2)=O>C(Cl)Cl.O>[C:1]([O:5][C:6]([NH:8][C:9]1[CH:17]=[CH:16][CH:15]=[C:14]2[C:10]=1[CH:11]=[CH:12][N:13]2[C:18]([C:29]1[CH:30]=[CH:31][C:32]([Cl:35])=[CH:33][CH:34]=1)([CH:27]=[O:28])[CH2:19][C:20]([O:22][C:23]([CH3:26])([CH3:25])[CH3:24])=[O:21])=[O:7])([CH3:2])([CH3:3])[CH3:4]. Starting materials: FC(C1=C(OC2=C(N)C=C(C=C2)F)C=CC=C1)(F)F (2-(2-trifluoromethylphenoxy)-5-fluoroaniline), NC=1SC=CN1 (2-aminothiazole), FC=1C=CC(=C(N)C1)OC1=C(C=CC=C1)C(F)(F)F (5-fluoro-2-(2-trifluoromethylphenoxy)-aniline), OC1=C(C=CC=C1)C(F)(F)F (2-hydroxybenzotrifluoride), FC1=C(C=C(C=C1)F)[N+](=O)[O-] (2,5-difluoro-1-nitrobenzene). Product: FC=1C=CC(=C(C1)[N+](=O)[O-])OC1=C(C=CC=C1)C(F)(F)F (5-Fluoro-2-(2-trifluromethylphenoxy)-1-nitrobenzene), FC=1C=CC(=C(C1)NC(=O)NC=1SC=CN1)OC1=C(C=CC=C1)C(F)(F)F (N-[5-Fluoro-2-(2-trifluoromethylphenoxy)phenyl]-N′-(thiazol-2-yl)urea). Yield: 74.0%. As a reaction SMILES: [OH:1][C:2]1[CH:7]=[CH:6][CH:5]=[CH:4][C:3]=1[C:8]([F:11])([F:10])[F:9].F[C:13]1[CH:18]=[CH:17][C:16]([F:19])=[CH:15][C:14]=1[N+:20]([O-:22])=[O:21].[F:23][C:24]1[CH:25]=[CH:26][C:27]([O:31][C:32]2[CH:37]=[CH:36][CH:35]=[CH:34][C:33]=2[C:38]([F:41])([F:40])[F:39])=[C:28]([CH:30]=1)[NH2:29].[NH2:42][C:43]1[S:44][CH:45]=[CH:46][N:47]=1>>[F:19][C:16]1[CH:17]=[CH:18][C:13]([O:1][C:2]2[CH:7]=[CH:6][CH:5]=[CH:4][C:3]=2[C:8]([F:9])([F:10])[F:11])=[C:14]([N+:20]([O-:22])=[O:21])[CH:15]=1.[F:23][C:24]1[CH:25]=[CH:26][C:27]([O:31][C:32]2[CH:37]=[CH:36][CH:35]=[CH:34][C:33]=2[C:38]([F:39])([F:40])[F:41])=[C:28]([NH:29][C:2]([NH:42][C:43]2[S:44][CH:45]=[CH:46][N:47]=2)=[O:1])[CH:30]=1. Procedure: 5-Fluoro-2-(2-trifluromethylphenoxy)-1-nitrobenzene (1.17 g, 78%) was prepared from 2-hydroxybenzotrifluoride (0.89 g, 5.5 mmol) and 2,5-difluoro-1-nitrobenzene (0.8 g, 5.0 mmol) following the general procedure A. This compound was reduced to 5-fluoro-2-(2-trifluoromethylphenoxy)-aniline (0.65 g, 62%) following the general procedure B. N-[5-Fluoro-2-(2-trifluoromethylphenoxy)phenyl]-N′-(thiazol-2-yl)urea (146 mg, 74%) was prepared from 2-(2-trifluoromethylphenoxy)-5-fluoroaniline (135 mg, 0.5 mm... The reactants are O (H2O), BrC1=CC(=C(C(=C1)C)C1=C(SC2=C1N=C(N=C2N2CCC(CC2)CC(=O)O)C)C)C ({1-[7-(4-bromo-2,6-dimethyl-phenyl)-2,6-dimethyl-thieno[3,2-d]pyrimidin-4-yl]-piperidin-4-yl}-acetic acid), ICC (iodoethane), C(=O)([O-])[O-].[K+].[K+] (K2CO3). The solvent is CCOC(=O)C (EtOAc), CN(C)C=O (DMF). Reaction conditions: time 16 hour. The product is C(C)OC(CC1CCN(CC1)C=1C2=C(N=C(N1)C)C(=C(S2)C)C2=C(C=C(C=C2C)Br)C)=O ({1-[7-(4-Bromo-2,6-dimethyl-phenyl)-2,6-dimethyl-thieno[3,2-d]pyrimidin-4-yl]-piperidin-4-yl}-acetic acid ethyl ester). Yield: 69.4%. As a reaction SMILES: [Br:1][C:2]1[CH:7]=[C:6]([CH3:8])[C:5]([C:9]2[C:13]3[N:14]=[C:15]([CH3:28])[N:16]=[C:17]([N:18]4[CH2:23][CH2:22][CH:21]([CH2:24][C:25]([OH:27])=[O:26])[CH2:20][CH2:19]4)[C:12]=3[S:11][C:10]=2[CH3:29])=[C:4]([CH3:30])[CH:3]=1.I[CH2:32][CH3:33].C([O-])([O-])=O.[K+].[K+].O>CN(C=O)C.CCOC(C)=O>[CH2:32]([O:26][C:25](=[O:27])[CH2:24][CH:21]1[CH2:20][CH2:19][N:18]([C:17]2[C:12]3[S:11][C:10]([CH3:29])=[C:9]([C:5]4[C:6]([CH3:8])=[CH:7][C:2]([Br:1])=[CH:3][C:4]=4[CH3:30])[C:13]=3[N:14]=[C:15]([CH3:28])[N:16]=2)[CH2:23][CH2:22]1)[CH3:33] |f:2.3.4|. Procedure: A mixture of {1-[7-(4-bromo-2,6-dimethyl-phenyl)-2,6-dimethyl-thieno[3,2-d]pyrimidin-4-yl]-piperidin-4-yl}-acetic acid (30 mg), iodoethane (97 mg) and K2CO3 (17 mg) in DMF (1 mL) was stirred at room temperature for 16 hours. To the reaction mixture were added H2O and EtOAc and separated. The organic layer washed brine, dried over anhydrous Na2SO4 and concentrated under reduced pressure. The residue was purified by a silica gel column chromatography (silica gel: Wako Gel (C200), eluent: Hexane/Et...